Dataset: the Open Reaction Database (ORD), a public repository of structured organic reaction records. Task: describe an organic reaction: reactants, conditions, products, and yield Starting materials: COC(=O)c1cc(O)c2c(c1)OC(C)(C)C2, CN(C)C(=O)c1ccc(Br)cn1, Cc1ccccc1, [K+], [K+], [K+], CC(=O)[O-], CC(=O)[O-], O=P([O-])([O-])[O-], [Pd+2]. The product is COC(=O)c1cc(Oc2ccc(C(=O)N(C)C)nc2)c2c(c1)OC(C)(C)C2. As a reaction SMILES: [CH3:13][O:14][C:15](=[O:16])[c:17]1[cH:18][c:19]2[c:20]([c:26]([OH:28])[cH:27]1)[CH2:21][C:22]([CH3:24])([CH3:25])[O:23]2.[CH3:1][N:2]([C:3](=[O:4])[c:5]1[n:6][cH:7][c:8]([Br:11])[cH:9][cH:10]1)[CH3:12].[CH3:37][c:38]1[cH:39][cH:40][cH:41][cH:42][cH:43]1.[K+:34].[K+:35].[K+:36].[O-:45][C:46]([CH3:47])=[O:48].[O-:49][C:50]([CH3:51])=[O:52].[P:29]([O-:30])([O-:31])([O-:32])=[O:33].[Pd+2:44]>>[CH3:1][N:2]([C:3](=[O:4])[c:5]1[n:6][cH:7][c:8]([O:28][c:26]2[c:20]3[c:19]([cH:18][c:17]([C:15]([O:14][CH3:13])=[O:16])[cH:27]2)[O:23][C:22]([CH3:24])([CH3:25])[CH2:21]3)[cH:9][cH:10]1)[CH3:12]. Reactants: N#Cc1cc(C(F)(F)F)ncc1Br, O=C([O-])[O-], COc1ccc(B(O)O)c(Cl)c1, [Na+], [Na+], C1COCCO1, O, c1ccc(P(c2ccccc2)(c2ccccc2)[Pd](P(c2ccccc2)(c2ccccc2)c2ccccc2)(P(c2ccccc2)(c2ccccc2)c2ccccc2)P(c2ccccc2)(c2ccccc2)c2ccccc2)cc1. The product is COc1ccc(-c2cnc(C(F)(F)F)cc2C#N)c(Cl)c1. RXN SMILES: [Br:1][c:2]1[cH:3][n:4][c:5]([C:10]([F:11])([F:12])[F:13])[cH:6][c:7]1[C:8]#[N:9].[C:26](=[O:27])([O-:28])[O-:29].[Cl:14][c:15]1[c:16]([B:23]([OH:24])[OH:25])[cH:17][cH:18][c:19]([O:21][CH3:22])[cH:20]1.[Na+:30].[Na+:31].[O:32]1[CH2:33][CH2:34][O:35][CH2:36][CH2:37]1.[OH2:38].[cH:39]1[cH:40][cH:41][c:42]([P:43]([Pd:44]([P:45]([c:46]2[cH:47][cH:48][cH:49][cH:50][cH:51]2)([c:52]2[cH:53][cH:54][cH:55][cH:56][cH:57]2)[c:58]2[cH:59][cH:60][cH:61][cH:62][cH:63]2)([P:64]([c:65]2[cH:66][cH:67][cH:68][cH:69][cH:70]2)([c:71]2[cH:72][cH:73][cH:74][cH:75][cH:76]2)[c:77]2[cH:78][cH:79][cH:80][cH:81][cH:82]2)[P:83]([c:84]2[cH:85][cH:86][cH:87][cH:88][cH:89]2)([c:90]2[cH:91][cH:92][cH:93][cH:94][cH:95]2)[c:96]2[cH:97][cH:98][cH:99][cH:100][cH:101]2)([c:102]2[cH:103][cH:104][cH:105][cH:106][cH:107]2)[c:108]2[cH:109][cH:110][cH:111][cH:112][cH:113]2)[cH:114][cH:115]1>>[c:2]1(-[c:16]2[c:15]([Cl:14])[cH:20][c:19]([O:21][CH3:22])[cH:18][cH:17]2)[cH:3][n:4][c:5]([C:10]([F:11])([F:12])[F:13])[cH:6][c:7]1[C:8]#[N:9]. Reactants: N1=CC=C(C=C1)C=O (pyridine-4-carboxaldehyde), C(CCC)[Li] (Butyllithium), CN(CCN(CCN(C)C)C)C (pentamethyldiethylenetriamine), FC1=CC=C(C=C1)OC (4-fluoroanisole). The solvent is C1CCOC1 (THF), C1CCOC1 (THF). Reaction conditions: temperature -75 celsius, time 2 hour. Product: FC1=C(C=C(C=C1)OC)C(O)C1=CC=NC=C1 ((2-fluoro-5-methoxy-phenyl)-4-pyridylmethanol). RXN SMILES: C([Li])CCC.CN(C)CCN(C)CCN(C)C.[F:18][C:19]1[CH:24]=[CH:23][C:22]([O:25][CH3:26])=[CH:21][CH:20]=1.[N:27]1[CH:32]=[CH:31][C:30]([CH:33]=[O:34])=[CH:29][CH:28]=1>C1COCC1>[F:18][C:19]1[CH:24]=[CH:23][C:22]([O:25][CH3:26])=[CH:21][C:20]=1[CH:33]([C:30]1[CH:31]=[CH:32][N:27]=[CH:28][CH:29]=1)[OH:34]. Reported procedure: Butyllithium (47.5 ml of 2.22M solution, 106 mmol) was added slowly to a solution of pentamethyldiethylenetriamine (15 ml) and 4-fluoroanisole (12.61 g, 0.1 mol) in THF (150 ml) at -70° C. The solution was stirred for 2 hr at -75° C. and a solution of pyridine-4-carboxaldehyde (9.55 ml, 0.1 mol) in THF was added at -75° C. The mixture was allowed to warm to 25° C. slowly and then quenched with ammonium chloride solution. The mixture was diluted with ethyl acetate and the organic layer was separa... Starting materials: CNN=Nc1ccc(C)cc1, CCCCC, ClC(Cl)Cl, CC(=NNC1=Nc2ccc(Cl)cc2C(c2ccccc2)=NC1)C(=O)O. The product is COC(=O)C(C)=NNC1=Nc2ccc(Cl)cc2C(c2ccccc2)=NC1. As a reaction SMILES: [CH3:26][NH:27][N:28]=[N:29][c:30]1[cH:31][cH:32][c:33]([CH3:34])[cH:35][cH:36]1.[CH3:41][CH2:42][CH2:43][CH2:44][CH3:45].[CH:37]([Cl:38])([Cl:39])[Cl:40].[Cl:1][c:2]1[cH:3][cH:4][c:5]2[c:6]([cH:25]1)[C:7]([c:19]1[cH:20][cH:21][cH:22][cH:23][cH:24]1)=[N:8][CH2:9][C:10]([NH:12][N:13]=[C:14]([CH3:15])[C:16](=[O:17])[OH:18])=[N:11]2>>[Cl:1][c:2]1[cH:3][cH:4][c:5]2[c:6]([cH:25]1)[C:7]([c:19]1[cH:20][cH:21][cH:22][cH:23][cH:24]1)=[N:8][CH2:9][C:10]([NH:12][N:13]=[C:14]([CH3:15])[C:16](=[O:17])[O:18][CH3:26])=[N:11]2. Reactants: ClCCCl, ClCCl, Nc1cccc([N+](=O)[O-])c1, C=CCCC(=O)O, On1nnc2ccccc21. The product is C=CCCC(=O)Nc1cccc([N+](=O)[O-])c1. Reaction SMILES: [CH2:28]([Cl:29])[CH2:30][Cl:31].[Cl:32][CH2:33][Cl:34].[N+:1](=[O:2])([O-:3])[c:4]1[cH:5][c:6]([NH2:7])[cH:8][cH:9][cH:10]1.[OH:11][C:12](=[O:13])[CH2:14][CH2:15][CH:16]=[CH2:17].[OH:18][n:19]1[c:20]2[c:21]([cH:22][cH:23][cH:24][cH:25]2)[n:26][n:27]1>>[N+:1](=[O:2])([O-:3])[c:4]1[cH:5][c:6]([NH:7][C:12](=[O:11])[CH2:14][CH2:15][CH:16]=[CH2:17])[cH:8][cH:9][cH:10]1.